Dataset: the Open Reaction Database (ORD), a public repository of structured organic reaction records. Task: describe an organic reaction: reactants, conditions, products, and yield Product: CC(C)(C)c1nc2cc(S(=O)(=O)n3ccc(C(=O)O)c3)ccc2n1CC1CCOCC1. The reactants are CC(C)(C)c1nc2cc(S(=O)(=O)Cl)ccc2n1CC1CCOCC1, C1CCOC1, CCOC(C)=O, [Li]CCCC, O=C(O)c1cc[nH]c1. Reaction SMILES: [C:14]([CH3:15])([CH3:16])([CH3:17])[c:18]1[n:19][c:20]2[c:21]([n:22]1[CH2:23][CH:24]1[CH2:25][CH2:26][O:27][CH2:28][CH2:29]1)[cH:30][cH:31][c:32]([S:34](=[O:35])(=[O:36])[Cl:37])[cH:33]2.[CH2:38]1[O:39][CH2:40][CH2:41][CH2:42]1.[CH3:43][CH2:44][O:45][C:46]([CH3:47])=[O:48].[Li:1][CH2:2][CH2:3][CH2:4][CH3:5].[nH:6]1[cH:7][c:8]([C:11](=[O:12])[OH:13])[cH:9][cH:10]1>>[n:6]1([S:34]([c:32]2[cH:31][cH:30][c:21]3[c:20]([n:19][c:18]([C:14]([CH3:15])([CH3:16])[CH3:17])[n:22]3[CH2:23][CH:24]3[CH2:25][CH2:26][O:27][CH2:28][CH2:29]3)[cH:33]2)(=[O:35])=[O:36])[cH:7][c:8]([C:11](=[O:12])[OH:13])[cH:9][cH:10]1. Starting materials: C(C1=CC=CC=C1)[C@@H]([C@H]([C@@H](O)C1CC1)O)NC(OC(C)(C)C)=O (tert-butyl [(1S,2R,3S)-1-benzyl-3-cyclopropyl-2,3-dihydroxypropyl]carbamate), Cl (hydrochloric acid), [OH-].[Na+] (sodium hydroxide). Product: N[C@H]([C@H]([C@@H](O)C1CC1)O)CC1=CC=CC=C1 ((1S,2R,3S)-3-amino-1-cyclopropyl-4-phenyl-1,2-butanediol). Yield: 50.8%. As a reaction SMILES: [CH2:1]([C@H:8]([NH:16]C(=O)OC(C)(C)C)[C@@H:9]([OH:15])[C@H:10]([CH:12]1[CH2:14][CH2:13]1)[OH:11])[C:2]1[CH:7]=[CH:6][CH:5]=[CH:4][CH:3]=1.Cl.[OH-].[Na+]>CO>[NH2:16][C@@H:8]([CH2:1][C:2]1[CH:7]=[CH:6][CH:5]=[CH:4][CH:3]=1)[C@@H:9]([OH:15])[C@H:10]([CH:12]1[CH2:13][CH2:14]1)[OH:11] |f:2.3|. Solvent: CO (methanol). Procedure: A solution of 2.0 g (6.23 mmol) of tert-butyl [(1S,2R,3S)-1-benzyl-3-cyclopropyl-2,3-dihydroxypropyl]carbamate in 20 ml of methanol was treated with 20 ml of 2N hydrochloric acid and the solution was heated to 500 for 90 minutes. After cooling, the solution was neutralized by the addition of 40 ml of 1N sodium hydroxide solution and evaporated to dryness on a rotary evaporator under reduced pressure. The residue was partitioned between water and methylene chloride. The organic phase was washed w... Starting materials: COC=1C=C2C[C@@H](N3[C@H](C2=CC1)CN(C(C3=O)=O)C)C3=CC=CC=C3 (cis-1,3,4,6,7,11b-hexahydro-9-methoxy-2-methyl-6-phenyl-2H-pyrazino[2,1-a]isoquinoline-3,4-dione), Cl.Cl.COC=1C=C2C[C@@H](N3[C@@H](C2=CC1)CN(CC3)C)C3=CC=CC=C3 (trans-1,3,4,6,7,11b-hexahydro-9-methoxy-2-methyl-6-phenyl-2H-pyrazino[2,1-a]isoquinoline dihydrochloride). Product: Cl.Cl.COC=1C=C2C[C@@H](N3[C@H](C2=CC1)CN(CC3)C)C3=CC=CC=C3 (cis-1,3,4,6,7,11b-hexahydro-9-methoxy-2-methyl-6-phenyl-2H-pyrazino[2,1-a]isoquinoline dihyrochloride). As a reaction SMILES: [CH3:1][O:2][C:3]1[CH:4]=[C:5]2[C:10](=[CH:11][CH:12]=1)[C@@H:9]1[CH2:13][N:14]([CH3:19])[C:15](=O)[C:16](=O)[N:8]1[C@@H:7]([C:20]1[CH:25]=[CH:24][CH:23]=[CH:22][CH:21]=1)[CH2:6]2.[ClH:26].Cl.COC1C=C2C(=CC=1)[C@H]1CN(C)CCN1[C@@H](C1C=CC=CC=1)C2>>[ClH:26].[ClH:26].[CH3:1][O:2][C:3]1[CH:4]=[C:5]2[C:10](=[CH:11][CH:12]=1)[C@@H:9]1[CH2:13][N:14]([CH3:19])[CH2:15][CH2:16][N:8]1[C@@H:7]([C:20]1[CH:25]=[CH:24][CH:23]=[CH:22][CH:21]=1)[CH2:6]2 |f:1.2.3,4.5.6|. Procedure: Cis-1,3,4,6,7,11b-hexahydro-9-methoxy-2-methyl-6-methyl-2H-pyrazino[2,1-a]isoquinoline-3,4-dione (16.0 g, 0.04 mol) was added with stirring to a solution of 1M borane in tetrahydrofuran (350 ml) under nitrogen and the resulting mixture was refluxed for 4 hrs, then cooled to 0° C., and then treated with 10% HCl (150 ml). The mixture was refluxed for 1 hr and cooled, and then the solvent was evaporated. The aqueous residue was basified to pH 11 with 50% NaOH and extracted with chloroform (3×250 ml... Reactants: FC1=NC=CC=C1CO ((2-fluoropyridin-3-yl)methanol), P(Br)(Br)Br (Phosphorus tribromide). Solvent: ClCCl (dichloromethane). Run at time 8 hour. Product: BrCC=1C(=NC=CC1)F (3-(bromomethyl)-2-fluoropyridine). As a reaction SMILES: [F:1][C:2]1[C:7]([CH2:8]O)=[CH:6][CH:5]=[CH:4][N:3]=1.P(Br)(Br)[Br:11]>ClCCl>[Br:11][CH2:8][C:7]1[C:2]([F:1])=[N:3][CH:4]=[CH:5][CH:6]=1. Procedure: The crude (2-fluoropyridin-3-yl)methanol was dissolved in dichloromethane (30 mL) at 0° C. under nitrogen. Phosphorus tribromide (4.2 mL, 42 mmol) was added dropwise. The resulting mixture was stirred at room temperature overnight. The reaction was quenched by addition of 10% NaHCO3 solution (5 mL). After 10 minutes, Na2SO4 (30 g) was added. The solvent was filtered and evaporated to provide 3-(bromomethyl)-2-fluoropyridine, which was used without further purification. The reactants are S(=S)(=O)([O-])[O-].[Na+].[Na+] (sodium thiosulfate), C(CCC)OCCOC1=CC=C(C=C1)C=1C=CC2=C(C=C(CCN2CCC)C(=O)NC2=CC=C(C=C2)SCC=2C=NC=CC2)C1 (7-[4-(2-butoxyethoxy)phenyl]-1-propyl-N-[4-[(3-pyridinylmethyl)sulfanyl]phenyl]-2,3-dihydro-1-benzazepine-4-carboxamide), ClC1=CC(=CC=C1)C(=O)OO (m-chloroperbenzoic acid). Run in C(Cl)Cl (methylene chloride), C(Cl)Cl (methylene chloride). Reaction conditions: time 15 minute. Product: C(CCC)OCCOC1=CC=C(C=C1)C=1C=CC2=C(C=C(CCN2CCC)C(=O)NC2=CC=C(C=C2)S(=O)CC=2C=NC=CC2)C1 (7-[4-(2-butoxyethoxy)phenyl]-1-propyl-N-[4-[(3-pyridinylmethyl)sulfinyl]phenyl]-2,3-dihydro-1-benzazepine-4-carboxamide). Isolated yield 42.0%. As a reaction SMILES: [CH2:1]([O:5][CH2:6][CH2:7][O:8][C:9]1[CH:14]=[CH:13][C:12]([C:15]2[CH:16]=[CH:17][C:18]3[N:24]([CH2:25][CH2:26][CH3:27])[CH2:23][CH2:22][C:21]([C:28]([NH:30][C:31]4[CH:36]=[CH:35][C:34]([S:37][CH2:38][C:39]5[CH:40]=[N:41][CH:42]=[CH:43][CH:44]=5)=[CH:33][CH:32]=4)=[O:29])=[CH:20][C:19]=3[CH:45]=2)=[CH:11][CH:10]=1)[CH2:2][CH2:3][CH3:4].ClC1C=CC=C(C(OO)=[O:54])C=1.S([O-])([O-])(=O)=S.[Na+].[Na+]>C(Cl)Cl>[CH2:1]([O:5][CH2:6][CH2:7][O:8][C:9]1[CH:10]=[CH:11][C:12]([C:15]2[CH:16]=[CH:17][C:18]3[N:24]([CH2:25][CH2:26][CH3:27])[CH2:23][CH2:22][C:21]([C:28]([NH:30][C:31]4[CH:32]=[CH:33][C:34]([S:37]([CH2:38][C:39]5[CH:40]=[N:41][CH:42]=[CH:43][CH:44]=5)=[O:54])=[CH:35][CH:36]=4)=[O:29])=[CH:20][C:19]=3[CH:45]=2)=[CH:13][CH:14]=1)[CH2:2][CH2:3][CH3:4] |f:2.3.4|. Reported procedure: To a solution of 7-[4-(2-butoxyethoxy)phenyl]-1-propyl-N-[4-[(3-pyridinylmethyl)sulfanyl]phenyl]-2,3-dihydro-1-benzazepine-4-carboxamide (0.29 g) in methylene chloride (8.7 ml) was added dropwise a solution of m-chloroperbenzoic acid (120 g) in methylene chloride (5.8 ml) at −78° C., and the mixture was stirred for 15 minutes. To the reaction mixture was added an aqueous solution of saturated sodium thiosulfate. The mixture was extracted with ethyl acetate, and the organic layer was washed with ... Reactants: CCO, Cl, [Na+], [OH-], O, CC(NC(=O)CC(O)CC(O)C=Cc1c(C2CC2)nc2ccccc2c1-c1ccc(F)cc1)c1ccccc1. Product: O=C(O)CC(O)CC(O)C=Cc1c(C2CC2)nc2ccccc2c1-c1ccc(F)cc1. As a reaction SMILES: [CH3:44][CH2:45][OH:46].[ClH:43].[Na+:42].[OH-:41].[OH2:40].[c:1]1([CH:2]([NH:3][C:10]([CH2:11][CH:12]([CH2:13][CH:14]([CH:15]=[CH:16][c:17]2[c:18]([CH:34]3[CH2:35][CH2:36]3)[n:19][c:20]3[cH:21][cH:22][cH:23][cH:24][c:25]3[c:26]2-[c:27]2[cH:28][cH:29][c:30]([F:33])[cH:31][cH:32]2)[OH:37])[OH:38])=[O:39])[CH3:4])[cH:5][cH:6][cH:7][cH:8][cH:9]1>>[C:10]([CH2:11][CH:12]([CH2:13][CH:14]([CH:15]=[CH:16][c:17]1[c:18]([CH:34]2[CH2:35][CH2:36]2)[n:19][c:20]2[cH:21][cH:22][cH:23][cH:24][c:25]2[c:26]1-[c:27]1[cH:28][cH:29][c:30]([F:33])[cH:31][cH:32]1)[OH:37])[OH:38])([OH:39])=[O:40]. The reactants are NH4OAc, C1(=CC=CC=C1)COC(COCC1=CC=CC=C1)C1=CC=C(C=C1)OCC1=NC2=CC=CC=C2C=C1 (1,2-diphenylmethoxy-1-(4-(2-quinolinylmethoxy)phenyl)ethane), C(CS)(=O)O (thioglycolic acid), B(F)(F)F.O(CC)CC (BF3 OEt2). The solvent is C(Cl)Cl (CH2Cl2). Run at temperature 0 celsius, time 1 hour. Yields the product C1(=CC=CC=C1)COCC(C1=CC=C(C=C1)OCC1=NC2=CC=CC=C2C=C1)SCC(=O)O ([[2-Phenylmethoxy-1-(4-(2-quinolinylmethoxy)phenyl)ethyl]thio]acetic acid). RXN SMILES: C1(CO[CH:9]([C:19]2[CH:24]=[CH:23][C:22]([O:25][CH2:26][C:27]3[CH:36]=[CH:35][C:34]4[C:29](=[CH:30][CH:31]=[CH:32][CH:33]=4)[N:28]=3)=[CH:21][CH:20]=2)[CH2:10][O:11][CH2:12][C:13]2[CH:18]=[CH:17][CH:16]=[CH:15][CH:14]=2)C=CC=CC=1.[C:37]([OH:41])(=[O:40])[CH2:38][SH:39].B(F)(F)F.O(CC)CC>C(Cl)Cl>[C:13]1([CH2:12][O:11][CH2:10][CH:9]([S:39][CH2:38][C:37]([OH:41])=[O:40])[C:19]2[CH:24]=[CH:23][C:22]([O:25][CH2:26][C:27]3[CH:36]=[CH:35][C:34]4[C:29](=[CH:30][CH:31]=[CH:32][CH:33]=4)[N:28]=3)=[CH:21][CH:20]=2)[CH:14]=[CH:15][CH:16]=[CH:17][CH:18]=1 |f:2.3|. Reported procedure: To a mixture of the ether (151 mg) (Step 2) and thioglycolic acid (31 μL) in CH2Cl2 at 0° C. was added BF3 /OEt2 (117 μL) dropwise. The mixture was stirred at 0° C. for 1 h and poured onto 25% aqueous NH4OAc, extracted with CH2Cl2 and the organic phase was dried and evaporated. Chromatography on silica gel using ethyl acetate/hexane containing 0.1% AcOH afforded the title compound. Reactants: Fc1cc(-c2cnc3ncc(Cc4ccc5nccnc5c4)n3n2)ccc1Br, [C-]#N, [C-]#N, CN(C)CCN(C)C, CN(C)C=O, O=C(C=Cc1ccccc1)C=Cc1ccccc1, O=C(C=Cc1ccccc1)C=Cc1ccccc1, O=C(C=Cc1ccccc1)C=Cc1ccccc1, [Pd], [Pd], [Zn+2]. The product is N#Cc1ccc(-c2cnc3ncc(Cc4ccc5nccnc5c4)n3n2)cc1F. RXN SMILES: [Br:1][c:2]1[c:3]([F:28])[cH:4][c:5](-[c:8]2[cH:9][n:10][c:11]3[n:12]([n:13]2)[c:14]([CH2:17][c:18]2[cH:19][c:20]4[n:21][cH:22][cH:23][n:24][c:25]4[cH:26][cH:27]2)[cH:15][n:16]3)[cH:6][cH:7]1.[C-:101]#[N:102].[C-:98]#[N:99].[CH3:29][N:30]([CH3:31])[CH2:32][CH2:33][N:34]([CH3:35])[CH3:36].[CH3:37][N:38]([CH3:39])[CH:40]=[O:41].[O:44]=[C:45]([CH:46]=[CH:47][c:48]1[cH:49][cH:50][cH:51][cH:52][cH:53]1)[CH:54]=[CH:55][c:56]1[cH:57][cH:58][cH:59][cH:60][cH:61]1.[O:62]=[C:63]([CH:64]=[CH:65][c:66]1[cH:67][cH:68][cH:69][cH:70][cH:71]1)[CH:72]=[CH:73][c:74]1[cH:75][cH:76][cH:77][cH:78][cH:79]1.[O:80]=[C:81]([CH:82]=[CH:83][c:84]1[cH:85][cH:86][cH:87][cH:88][cH:89]1)[CH:90]=[CH:91][c:92]1[cH:93][cH:94][cH:95][cH:96][cH:97]1.[Pd:42].[Pd:43].[Zn+2:100]>>[c:2]1([C:29]#[N:30])[c:3]([F:28])[cH:4][c:5](-[c:8]2[cH:9][n:10][c:11]3[n:12]([n:13]2)[c:14]([CH2:17][c:18]2[cH:19][c:20]4[n:21][cH:22][cH:23][n:24][c:25]4[cH:26][cH:27]2)[cH:15][n:16]3)[cH:6][cH:7]1. Solvent: C(Cl)Cl (DCM). The product is CC(C(=O)NC=1C=C(C=NC1)C=1C2=C(N=CN1)NC=C2C(=O)OCC)=C (Ethyl 4-{5-[(2-methylacryloyl)amino]pyridin-3-yl}-7H-pyrrolo[2,3-d]pyrimidine-5-carboxylate). Starting materials: NC=1C=C(C=NC1)C=1C2=C(N=CN1)NC=C2C(=O)OCC (ethyl 4-(5-aminopyridin-3-yl)-7H-pyrrolo[2,3-d]pyrimidine-5-carboxylate), CCN(C(C)C)C(C)C (Hunig's base), CO (MeOH), [Cl-] (chloride). RXN SMILES: [NH2:1][C:2]1[CH:3]=[C:4]([C:8]2[C:9]3[C:16]([C:17]([O:19][CH2:20][CH3:21])=[O:18])=[CH:15][NH:14][C:10]=3[N:11]=[CH:12][N:13]=2)[CH:5]=[N:6][CH:7]=1.CCN([CH:28]([CH3:30])[CH3:29])C(C)C.[Cl-].[CH3:32][OH:33]>C(Cl)Cl>[CH3:29][C:28](=[CH2:30])[C:32]([NH:1][C:2]1[CH:3]=[C:4]([C:8]2[C:9]3[C:16]([C:17]([O:19][CH2:20][CH3:21])=[O:18])=[CH:15][NH:14][C:10]=3[N:11]=[CH:12][N:13]=2)[CH:5]=[N:6][CH:7]=1)=[O:33]. Procedure details: To ethyl 4-(5-aminopyridin-3-yl)-7H-pyrrolo[2,3-d]pyrimidine-5-carboxylate (59 mg, 0.14 mmol) in DCM (1.0 mL) was added Hunig's base (0.060 mL, 0.34 mmol) at 0° C. Methacyloyl chloride (0.015 mL, 0.15 mmol) was then added dropwise and the reaction was allowed to warm to room temperature. After being stirred for 17 hours at room temperature, MeOH was added to quench the reaction and the solution was concentrated in vacuo. The crude reaction was purified by reverse phase HPLC using an acetonitrile... Conditions: time 17 hour.